describe an organic reaction: reactants, conditions, products, and yield From a dataset of the Open Reaction Database (ORD), a public repository of structured organic reaction records. Starting materials: C(C)(=O)N1C(C(C2=CC=C(C=C12)C(=O)OC)=C(C1=CC=CC=C1)OCC)=O (1-acetyl-3-(1-ethoxy-1-phenylmethylene)-6-methoxycarbonyl-2-indolinone), N1C=NC(=C1)CCC1=CC=C(N)C=C1 (4-(2-(imidazol-4-yl)-ethyl)-aniline). Yields the product N1C=NC(=C1)CCC1=CC=C(N\C(\C2=CC=CC=C2)=C\2/C(NC3=CC(=CC=C23)C(=O)OC)=O)C=C1 (3-Z-[1-(4-(2-(imidazol-4-yl)-ethyl)-anilino)-1-phenyl-methylene]-6-methoxycarbonyl-2-indolinone). As a reaction SMILES: C([N:4]1[C:12]2[C:7](=[CH:8][CH:9]=[C:10]([C:13]([O:15][CH3:16])=[O:14])[CH:11]=2)[C:6](=[C:17](OCC)[C:18]2[CH:23]=[CH:22][CH:21]=[CH:20][CH:19]=2)[C:5]1=[O:27])(=O)C.[NH:28]1[CH:32]=[C:31]([CH2:33][CH2:34][C:35]2[CH:41]=[CH:40][C:38]([NH2:39])=[CH:37][CH:36]=2)[N:30]=[CH:29]1>>[NH:28]1[CH:32]=[C:31]([CH2:33][CH2:34][C:35]2[CH:41]=[CH:40][C:38]([NH:39]/[C:17](=[C:6]3\[C:5](=[O:27])[NH:4][C:12]4[C:7]\3=[CH:8][CH:9]=[C:10]([C:13]([O:15][CH3:16])=[O:14])[CH:11]=4)/[C:18]3[CH:23]=[CH:22][CH:21]=[CH:20][CH:19]=3)=[CH:37][CH:36]=2)[N:30]=[CH:29]1. Procedure details: Prepared from 1-acetyl-3-(1-ethoxy-1-phenylmethylene)-6-methoxycarbonyl-2-indolinone and 4-(2-(imidazol-4-yl)-ethyl)-aniline Rf value: 0.4 (silica gel, methylene chloride/methanol=5:1) C28H24N4O3 Reactants: Cl (hydrochloric acid), O=C1C=C(OC(=C1)C1=CC=CC=C1)C#N (4-oxo-6-phenyl-4H-pyran-2-carbonitrile), [N-]=[N+]=[N-].[Na+] (sodium azide), [Cl-].[NH4+] (ammonium chloride). Solvent: CN(C=O)C (dimethylformamide). Conditions: time 2 hour. The product is C1(=CC=CC=C1)C1=CC(C=C(O1)C1=NN=NN1)=O (6-Phenyl-2-tetrazol-5-yl-4H-pyran-4-one). RXN SMILES: [O:1]=[C:2]1[CH:7]=[C:6]([C:8]2[CH:13]=[CH:12][CH:11]=[CH:10][CH:9]=2)[O:5][C:4]([C:14]#[N:15])=[CH:3]1.[N-:16]=[N+:17]=[N-:18].[Na+].[Cl-].[NH4+].Cl>CN(C)C=O>[C:8]1([C:6]2[O:5][C:4]([C:14]3[NH:18][N:17]=[N:16][N:15]=3)=[CH:3][C:2](=[O:1])[CH:7]=2)[CH:9]=[CH:10][CH:11]=[CH:12][CH:13]=1 |f:1.2,3.4|. Procedure: A mixture of 4-oxo-6-phenyl-4H-pyran-2-carbonitrile (1.10 g), sodium azide (0.45 g) and ammonium chloride (0.37 g) in dry dimethylformamide (10 ml) was stirred at room temperature for 2 hours. A precipitate formed. Dilute hydrochloric acid (1 M, 20 ml) was added and the resulting white solid was filtered off. Recrystallisation from acetic acid yielded the title product as white crystals (251°-254° C. with decomposition).